This data is from the Open Reaction Database (ORD), a public repository of structured organic reaction records. The task is: describe an organic reaction: reactants, conditions, products, and yield The reactants are CN1C(CC[C@@]2(C3=C(CC[C@@H]12)C=C(C=C3)Br)C)=O ((+)-(4aR)-(10bR)-4-methyl-8-bromo-10b-methyl-1,2,3,4,4a,5,6,10b-octahydrobenzo[f]quinolin-3-one), [N+](=O)([O-])C=1C=C(C=CC1)B(O)O (3-nitrophenylboronic acid), C([O-])([O-])=O.[Na+].[Na+] (sodium carbonate), C1(=CC=CC=C1)C (toluene). Reagents/catalysts: [Pd].C1(=CC=CC=C1)P(C1=CC=CC=C1)C1=CC=CC=C1.C1(=CC=CC=C1)P(C1=CC=CC=C1)C1=CC=CC=C1.C1(=CC=CC=C1)P(C1=CC=CC=C1)C1=CC=CC=C1.C1(=CC=CC=C1)P(C1=CC=CC=C1)C1=CC=CC=C1 (tetrakis (triphenylphosphine) palladium (0)). Run in CO (methanol), ClCCl (dichloromethane). The product is CN1C(CC[C@@]2(C3=C(CC[C@@H]12)C=C(C=C3)C3=CC(=CC=C3)[N+](=O)[O-])C)=O ((+)-(4aR)-(10bR)-4-methyl-8-(3-nitrophenyl)-10b-methyl-1,2,3,4,4a, 5,6,10b-octahydrobenzo [f]quinolin-3-one). The yield is 69.8%. As a reaction SMILES: [CH3:1][N:2]1[C@H:11]2[C@@:6]([CH3:17])([C:7]3[CH:15]=[CH:14][C:13](Br)=[CH:12][C:8]=3[CH2:9][CH2:10]2)[CH2:5][CH2:4][C:3]1=[O:18].[N+:19]([C:22]1[CH:23]=[C:24](B(O)O)[CH:25]=[CH:26][CH:27]=1)([O-:21])=[O:20].C(=O)([O-])[O-].[Na+].[Na+].C1(C)C=CC=CC=1>ClCCl.[Pd].C1(P(C2C=CC=CC=2)C2C=CC=CC=2)C=CC=CC=1.C1(P(C2C=CC=CC=2)C2C=CC=CC=2)C=CC=CC=1.C1(P(C2C=CC=CC=2)C2C=CC=CC=2)C=CC=CC=1.C1(P(C2C=CC=CC=2)C2C=CC=CC=2)C=CC=CC=1.CO>[CH3:1][N:2]1[C@H:11]2[C@@:6]([CH3:17])([C:7]3[CH:15]=[CH:14][C:13]([C:26]4[CH:25]=[CH:24][CH:23]=[C:22]([N+:19]([O-:21])=[O:20])[CH:27]=4)=[CH:12][C:8]=3[CH2:9][CH2:10]2)[CH2:5][CH2:4][C:3]1=[O:18] |f:2.3.4,7.8.9.10.11|. Procedure details: A 15 mL round bottom flask was charged with (+)-(4aR)-(10bR)-4-methyl-8-bromo-10b-methyl-1,2,3,4,4a,5,6,10b-octahydrobenzo[f]quinolin-3-one (200 mg, 0.65 mmol), tetrakis (triphenylphosphine) palladium (0) (23 mg, 0.02 mmol), 3-nitrophenylboronic acid (130 mg, 0.78 mmol), 0.65 mL of 2M sodium carbonate solution, 1.5 mL of toluene, and 1 mL of methanol, fitted with a reflux condenser, and the stirred mixture was heated at 80°, under nitrogen, for 24 h. The mixture was cooled, diluted with dichloro... Solvent: C(C)(=O)OCC (ethyl acetate), C(C)(=O)OCC (ethyl acetate), O (water), C(=O)O (formic acid). The reactants are C(C)OC(CC=NNCC=O)=O (3-(formylmethylhydrazono)-propionic acid ethyl ester), CC[O-].CC[O-].[Mg+2] (magnesium ethylate), CN1CCNCC1 (N-methylpiperazine), C(C)OC(C(=CNN(C)C=O)C(C1=C(C(=C(C(=C1)F)F)F)F)=O)=O (3-(2-formyl-2-methyl-hydrazino)-2-(2,3,4,5-tetrafluorobenzoyl)acrylic acid ethyl ester), C([O-])([O-])=O.[Na+].[Na+] (sodium carbonate), FC1=C(C(=O)Cl)C=C(C(=C1F)F)F (2,3,4,5-tetra-fluoro-benzoic acid chloride). Product: C(C)OC(=O)C1=CN(C2=C(C(=C(C=C2C1=O)F)N1CCN(CC1)C)F)N(C=O)C (6,8-difluoro-1,4-dihydro-1-(N-methylformamido)-7-(4-methyi-1-piperazinyl)-4-oxo-3-quinoline-carboxylic acid ethyl ester). Procedure: A yellow suspension of 8.61 g (50 mmol) of 3-(formylmethylhydrazono)-propionic acid ethyl ester and 5.72 g (50 mmol) of magnesium ethylate in 30 ml of ethyl acetate were heated at reflux for 65 min. The solution was cooled to 0°-5° C., and at this temperature a solution of 10.63 g (50 mmol) of 2,3,4,5-tetra-fluoro-benzoic acid chloride in 10 ml of ethyl acetate was added dropwise in the course of 20 min. Subsequently the suspension was stirred for 30 min. in the cold and afterwards for 18.5 hour... Run at time 18.5 hour. As a reaction SMILES: C(OC(=O)CC=NNCC=O)C.[CH3:13][CH2:14][O-:15].CC[O-].[Mg+2].FC1C(F)=C(F)C(F)=CC=1C(Cl)=O.C(=O)([O-])[O-].[Na+].[Na+].[CH3:39][N:40]1[CH2:45][CH2:44][NH:43][CH2:42][CH2:41]1.C(O[C:49](=[O:69])[C:50]([C:57](=[O:68])[C:58]1[CH:63]=[C:62]([F:64])[C:61](F)=[C:60]([F:66])[C:59]=1F)=[CH:51][NH:52][N:53]([CH:55]=[O:56])[CH3:54])C>C(OCC)(=O)C.O.C(O)=O>[CH2:14]([O:15][C:49]([C:50]1[C:57](=[O:68])[C:58]2[C:59](=[C:60]([F:66])[C:61]([N:43]3[CH2:44][CH2:45][N:40]([CH3:39])[CH2:41][CH2:42]3)=[C:62]([F:64])[CH:63]=2)[N:52]([N:53]([CH3:54])[CH:55]=[O:56])[CH:51]=1)=[O:69])[CH3:13] |f:1.2.3,5.6.7|. Reactants: BrC1=CC(=C(C=C1O)N1C(=NC(=CC1=O)C(F)(F)F)OC)F (1-(4-bromo-2-fluoro-5-hydroxyphenyl)-2-methoxy-4-trifluoromethyl-6(1H)-pyrimidinone), CI (methyl iodide), [H-].[Na+] (sodium hydride). Solvent: CN(C=O)C (dimethylformamide). Product: BrC1=CC(=C(C=C1OC)N1C(=NC(=CC1=O)C(F)(F)F)OC)F (1-(4-bromo-2-fluoro-5-methoxyphenyl)-2-methoxy-4-trifluoromethyl-6(1H)-pyrimidinone). Reaction SMILES: [Br:1][C:2]1[C:7]([OH:8])=[CH:6][C:5]([N:9]2[C:14](=[O:15])[CH:13]=[C:12]([C:16]([F:19])([F:18])[F:17])[N:11]=[C:10]2[O:20][CH3:21])=[C:4]([F:22])[CH:3]=1.[CH3:23]I.[H-].[Na+]>CN(C)C=O>[Br:1][C:2]1[C:7]([O:8][CH3:23])=[CH:6][C:5]([N:9]2[C:14](=[O:15])[CH:13]=[C:12]([C:16]([F:18])([F:17])[F:19])[N:11]=[C:10]2[O:20][CH3:21])=[C:4]([F:22])[CH:3]=1 |f:2.3|. Reported procedure: using 1-(4-bromo-2-fluoro-5-hydroxyphenyl)-2-methoxy-4-trifluoromethyl-6(1H)-pyrimidinone and methyl iodide with sodium hydride in dimethylformamide there is obtained 1-(4-bromo-2-fluoro-5-methoxyphenyl)-2-methoxy-4-trifluoromethyl-6(1H)-pyrimidinone, m.p. 175°-177° C.; Product: CC1(OC(OC1)=O)C1C(NC1CC(C)=O)=O (3-(4-Methyl-2-oxo-1,3-dioxolan-4-yl)-4-(2-oxopropyl)-2-azetidinone). Solvent: C(C)(=O)OCC (ethyl acetate). Starting materials: Lactam, O1COCC1 (Dioxolane), O.O.[F-].C(C)[N+](CC)(CC)CC (tetraethylammonium fluoride dihydrate), C(C)(=O)O (acetic acid), O1CCCC1 (tetrahydrofuran). Reaction conditions: time 2 hour. RXN SMILES: [O:1]1[CH2:5][CH2:4]OC1.[OH2:6].O.[F-].C([N+:11]([CH2:16][CH3:17])([CH2:14][CH3:15])CC)C.[C:18]([OH:21])(=[O:20])C.[O:22]1C[CH2:25][CH2:24][CH2:23]1>C(OCC)(=O)C>[CH3:25][C:24]1([CH:17]2[CH:14]([CH2:15][C:5](=[O:1])[CH3:4])[NH:11][C:16]2=[O:6])[CH2:23][O:22][C:18](=[O:20])[O:21]1 |f:1.2.3.4|. Procedure: A mixture of Dioxolane (B-5)(1.62 g), tetraethylammonium fluoride dihydrate (1.38 g) and acetic acid (0.5 ml) in tetrahydrofuran (10 ml) is stirred at room temperature for 2 hours. The reaction mixture is diluted with ethyl acetate (50 ml), washed with saturated saline, dried and concentrated. The residue purified by silica gel chromatography to give tilted Lactam (C-5)(895 mg) from the fractions eluted with benzene-ethyl acetate (1:5). Starting materials: O=C([O-])[O-], [BH3-]C#N, CCOC(=O)CN, CCO, COC(=O)c1ccc(C=O)cc1, Cl, [K+], [K+], [Na+]. The product is CCOC(=O)CNCc1ccc(C(=O)OC)cc1. As a reaction SMILES: [C:21](=[O:22])([O-:23])[O-:24].[C:27]([BH3-:28])#[N:29].[CH2:14]([CH3:15])[O:16][C:17]([CH2:18][NH2:19])=[O:20].[CH3:31][CH2:32][OH:33].[CH:1](=[O:2])[c:3]1[cH:4][cH:5][c:6]([C:7](=[O:8])[O:9][CH3:10])[cH:11][cH:12]1.[ClH:13].[K+:25].[K+:26].[Na+:30]>>[CH2:1]([c:3]1[cH:4][cH:5][c:6]([C:7](=[O:8])[O:9][CH3:10])[cH:11][cH:12]1)[NH:19][CH2:18][C:17]([O:16][CH2:14][CH3:15])=[O:20]. The reactants are CC(=O)OC(C)=O, ClC(Cl)Cl, CC(O)C1C(=O)N2C(C(=O)OCc3ccccc3)=CCC12, c1ccncc1. The product is CC(=O)OC(C)C1C(=O)N2C(C(=O)OCc3ccccc3)=CCC12. Reaction SMILES: [CH3:22][C:23](=[O:24])[O:25][C:26](=[O:27])[CH3:28].[CH:35]([Cl:36])([Cl:37])[Cl:38].[OH:1][CH:2]([CH3:3])[CH:4]1[CH:5]2[CH2:6][CH:7]=[C:8]([C:12](=[O:13])[O:14][CH2:15][c:16]3[cH:17][cH:18][cH:19][cH:20][cH:21]3)[N:9]2[C:10]1=[O:11].[cH:29]1[cH:30][cH:31][n:32][cH:33][cH:34]1>>[O:1]([CH:2]([CH3:3])[CH:4]1[CH:5]2[CH2:6][CH:7]=[C:8]([C:12](=[O:13])[O:14][CH2:15][c:16]3[cH:17][cH:18][cH:19][cH:20][cH:21]3)[N:9]2[C:10]1=[O:11])[C:23]([CH3:22])=[O:24]. Reactants: CC(C)([O-])C.[K+] (potassium t-butoxide), BrCCO (2-bromoethanol), C(C(C)C)(=O)C=1C=NC2=C(C=CC=C2C1NC1=C(C=C(C=C1)F)C)O (3-isobutyryl-4-(4-fluoro-2-methyl-phenylamino)-8-hydroxyquinoline), CC(C)([O-])C.[K+] (potassium t-butoxide), BrCCO (2-bromoethanol). Run in O1CCCC1 (tetrahydrofuran). Conditions: time 2 day. Yields the product C(C(C)C)(=O)C=1C=NC2=C(C=CC=C2C1NC1=C(C=C(C=C1)F)C)OCCO (3-isobutyryl-4-(4-fluoro-2-methylphenyl-amino)-8-(2-hydroxyethoxy)quinoline). As a reaction SMILES: [C:1]([C:6]1[CH:7]=[N:8][C:9]2[C:14]([C:15]=1[NH:16][C:17]1[CH:22]=[CH:21][C:20]([F:23])=[CH:19][C:18]=1[CH3:24])=[CH:13][CH:12]=[CH:11][C:10]=2[OH:25])(=[O:5])[CH:2]([CH3:4])[CH3:3].[CH3:26][C:27](C)([O-:29])C.[K+].BrCCO>O1CCCC1>[C:1]([C:6]1[CH:7]=[N:8][C:9]2[C:14]([C:15]=1[NH:16][C:17]1[CH:22]=[CH:21][C:20]([F:23])=[CH:19][C:18]=1[CH3:24])=[CH:13][CH:12]=[CH:11][C:10]=2[O:25][CH2:26][CH2:27][OH:29])(=[O:5])[CH:2]([CH3:4])[CH3:3] |f:1.2|. Procedure details: To a solution of 3-isobutyryl-4-(4-fluoro-2-methyl-phenylamino)-8-hydroxyquinoline (5 g, 14.8 mmol) in dry tetrahydrofuran (250 ml) was added potassium t-butoxide (2.49 g, 22.2 mmol), followed by 2-bromoethanol (3.69 g, 29.6 mmol). The stirred mixture was heated under reflux for 16 hours, then a further quantity of potassium t-butoxide (2.49 g, 22.2 mmol) and 2-bromoethanol (3.69 g, 29.6 mmol) added, and heating continued for 2 days. The solvent was evaporated, and the residue treated with aqueo... Reactants: O=C(O)C=Cc1ccccc1F, CC(N)c1cccc(-c2nccs2)c1. Yields the product CC(NC(=O)C=Cc1ccccc1F)c1cccc(-c2nccs2)c1. Reaction SMILES: [F:1][c:2]1[c:3]([CH:4]=[CH:5][C:6](=[O:7])[OH:8])[cH:9][cH:10][cH:11][cH:12]1.[s:13]1[c:14](-[c:18]2[cH:19][c:20]([CH:24]([CH3:25])[NH2:26])[cH:21][cH:22][cH:23]2)[n:15][cH:16][cH:17]1>>[F:1][c:2]1[c:3]([CH:4]=[CH:5][C:6](=[O:8])[NH:26][CH:24]([c:20]2[cH:19][c:18](-[c:14]3[s:13][cH:17][cH:16][n:15]3)[cH:23][cH:22][cH:21]2)[CH3:25])[cH:9][cH:10][cH:11][cH:12]1. The reactants are Cl.COC=1C=C2CCCC(C2=CC1)CN (6-Methoxy-1-aminomethyl tetralin hydrochloride), [H-].[Al+3].[Li+].[H-].[H-].[H-] (lithium aluminum hydride), base ( 15q ), C(=O)OCC (Ethyl formate). Solvent: O1CCCC1 (THF), C1(=CC=CC=C1)C (toluene), O1CCCC1 (tetrahydrofuran). Reaction conditions: time 24 hour. Product: Cl.CNCC1CCCC2=CC(=CC=C12)OC (1-((N-Methylamino)methyl)-6-methoxytetralin hydrochloride). RXN SMILES: [ClH:1].[CH3:2][O:3][C:4]1[CH:5]=[C:6]2[C:11](=[CH:12][CH:13]=1)[CH:10]([CH2:14][NH2:15])[CH2:9][CH2:8][CH2:7]2.[CH:16](OCC)=O.[H-].[Al+3].[Li+].[H-].[H-].[H-]>C1(C)C=CC=CC=1.O1CCCC1>[ClH:1].[CH3:16][NH:15][CH2:14][CH:10]1[C:11]2[C:6](=[CH:5][C:4]([O:3][CH3:2])=[CH:13][CH:12]=2)[CH2:7][CH2:8][CH2:9]1 |f:0.1,3.4.5.6.7.8,11.12|. Reported procedure: The product from Example 2 was converted to the free base (15q) then dissolved in toluene (40 ml). Ethyl formate (70ml) was added and the reaction refluxed for 2 hr. The solvent was evaporated giving an oil. This was dissolved in dry tetrahydrofuran (THF) (100 ml) and added dropwise to lithium aluminum hydride (3.23 g) in THF, with cooling. Upon complete addition, the reaction was refluxed for 21/2 hr. then stirred an additional 24 hr at room temperature, followed by an additional 3 hrs refluxin...